Dataset: the Open Reaction Database (ORD), a public repository of structured organic reaction records. Task: describe an organic reaction: reactants, conditions, products, and yield The reactants are BrCc1ccc(Br)cc1, CCCCCCCCOc1ccc(-c2ccc(O)cc2)cc1, CCO. Yields the product CCCCCCCCOc1ccc(-c2ccc(OCc3ccc(Br)cc3)cc2)cc1. RXN SMILES: [Br:23][c:24]1[cH:25][cH:26][c:27]([CH2:28][Br:29])[cH:30][cH:31]1.[CH2:1]([CH2:2][CH2:3][CH2:4][CH2:5][CH2:6][CH2:7][CH3:8])[O:9][c:10]1[cH:11][cH:12][c:13](-[c:16]2[cH:17][cH:18][c:19]([OH:22])[cH:20][cH:21]2)[cH:14][cH:15]1.[CH3:32][CH2:33][OH:34]>>[CH2:1]([CH2:2][CH2:3][CH2:4][CH2:5][CH2:6][CH2:7][CH3:8])[O:9][c:10]1[cH:11][cH:12][c:13](-[c:16]2[cH:17][cH:18][c:19]([O:22][CH2:28][c:27]3[cH:26][cH:25][c:24]([Br:23])[cH:31][cH:30]3)[cH:20][cH:21]2)[cH:14][cH:15]1. Starting materials: ON1N=NC2=C1C=CC=C2 (1-hydroxybenzotriazole), COCCOC (1,2-dimethoxyethane), C(C(C)(C)C)(=O)Cl (pivaloyl chloride). The solvent is N1=CC=CC=C1 (pyridine). Conditions: temperature 21 celsius. Yields the product C(C(C)(C)C)(=O)ON1N=NC2=C1C=CC=C2 (1-benzotriazolyl pivalate). RXN SMILES: [OH:1][N:2]1[C:6]2[CH:7]=[CH:8][CH:9]=[CH:10][C:5]=2[N:4]=[N:3]1.COCCOC.[C:17](Cl)(=[O:22])[C:18]([CH3:21])([CH3:20])[CH3:19]>N1C=CC=CC=1>[C:17]([O:1][N:2]1[C:6]2[CH:7]=[CH:8][CH:9]=[CH:10][C:5]=2[N:4]=[N:3]1)(=[O:22])[C:18]([CH3:21])([CH3:20])[CH3:19]. Procedure details: To a mixture of 1-hydroxybenzotriazole (30.6 g), 1,2-dimethoxyethane (150 ml), and pyridine (16 g), there was added, while stirring at 21° C., pivaloyl chloride (24.1 g) during 0.75 hr. During the addition, the temperature of the reaction mixture was raised to 34° C. by the heat evolved. The reaction was then heated externally at 88° C. for an additional 0.5 hr. period then cooled, washed with water, and extracted with 1,1,2-trichlorotrifluoroethane. The extract was dried and stripped of solvent... The reactants are Cl.COC=1C=C(C=CC1OC)C=1C(C(N(N1)C1CCNCC1)=O)(C)C (5-(3,4-dimethoxyphenyl)-4,4-dimethyl-2-(piperidin-4-yl)-2,4-dihydro-3H-pyrazol-3-one hydrochloride), Cl.COC=1C=C(C=CC1OC)C=1C(C(N(N1)C1CCNCC1)=O)(C)C (5-(3,4-dimethoxyphenyl)-4,4-dimethyl-2-(piperidin-4-yl)-2,4-dihydro-3H-pyrazol-3-one hydrochloride), COC1=C(C(=O)O)C=CC(=N1)OC (2,6-dimethoxynicotinic acid). Yields the product COC=1C=C(C=CC1OC)C=1C(C(N(N1)C1CCN(CC1)C(=O)C=1C(=NC(=CC1)OC)OC)=O)(C)C (5-(3,4-Dimethoxyphenyl)-2-{1-[(2,6-dimethoxypyridin-3-yl)carbonyl]piperidin-4-yl}-4,4-dimethyl-2,4-dihydro-3H-pyrazol-3-one). Reaction SMILES: Cl.[CH3:2][O:3][C:4]1[CH:5]=[C:6]([C:12]2[C:13]([CH3:25])([CH3:24])[C:14](=[O:23])[N:15]([CH:17]3[CH2:22][CH2:21][NH:20][CH2:19][CH2:18]3)[N:16]=2)[CH:7]=[CH:8][C:9]=1[O:10][CH3:11].[CH3:26][O:27][C:28]1[N:36]=[C:35]([O:37][CH3:38])[CH:34]=[CH:33][C:29]=1[C:30](O)=[O:31]>>[CH3:2][O:3][C:4]1[CH:5]=[C:6]([C:12]2[C:13]([CH3:25])([CH3:24])[C:14](=[O:23])[N:15]([CH:17]3[CH2:22][CH2:21][N:20]([C:30]([C:29]4[C:28]([O:27][CH3:26])=[N:36][C:35]([O:37][CH3:38])=[CH:34][CH:33]=4)=[O:31])[CH2:19][CH2:18]3)[N:16]=2)[CH:7]=[CH:8][C:9]=1[O:10][CH3:11] |f:0.1|. Procedure: The title compound is prepared analogously as described for GP2-WU2 using 5-(3,4-dimethoxyphenyl)-4,4-dimethyl-2-(piperidin-4-yl)-2,4-dihydro-3H-pyrazol-3-one (compound B1) and 2,6-dimethoxynicotinic acid as starting compounds. The crude product is purified by chromatography (silica gel and DCM/diethyl ether/methanol=7:3:2) to yield the title compound. Starting materials: [BH4-], CO, Cc1ccnc2c1C(=O)c1ccccc1-2, [Na+]. Yields the product Cc1ccnc2c1C(O)c1ccccc1-2. As a reaction SMILES: [BH4-:16].[CH3:18][OH:19].[CH3:1][c:2]1[c:3]2[c:4]([n:5][cH:6][cH:7]1)-[c:8]1[cH:9][cH:10][cH:11][cH:12][c:13]1[C:14]2=[O:15].[Na+:17]>>[CH3:1][c:2]1[c:3]2[c:4]([n:5][cH:6][cH:7]1)-[c:8]1[cH:9][cH:10][cH:11][cH:12][c:13]1[CH:14]2[OH:15]. Reactants: BrC=1C(=CC2=C(C=3N(C4CC2C4)C(=C(N3)C(=O)N)C3CC3)C1)F (10-bromo-3-cyclopropyl-9-fluoro-6,7-dihydro-5H-5,7-methanobenzo[c]imidazo[1,2-a]azepine-2-carboxamide), CC1=CC(=NO1)[C@@](C)(C#C)O ((R)-2-(5-methylisoxazol-3-yl)but-3-yn-2-ol). Product: C1(CC1)C1=C(N=C2N1C1CC(C3=C2C=C(C(=C3)F)C#C[C@](C)(C3=NOC(=C3)C)O)C1)C(=O)N ((R)-3-cyclopropyl-9-fluoro-10-(3-hydroxy-3-(5-methylisoxazol-3-yl)but-1-yn-1-yl)-6,7-dihydro-5H-5,7-methanobenzo[c]imidazo[1,2-a]azepine-2-carboxamide). As a reaction SMILES: Br[C:2]1[C:3]([F:23])=[CH:4][C:5]2[CH:11]3[CH2:12][CH:9]([CH2:10]3)[N:8]3[C:13]([CH:19]4[CH2:21][CH2:20]4)=[C:14]([C:16]([NH2:18])=[O:17])[N:15]=[C:7]3[C:6]=2[CH:22]=1.[CH3:24][C:25]1[O:29][N:28]=[C:27]([C@:30]([OH:34])([C:32]#[CH:33])[CH3:31])[CH:26]=1>>[CH:19]1([C:13]2[N:8]3[CH:9]4[CH2:10][CH:11]([C:5]5[CH:4]=[C:3]([F:23])[C:2]([C:33]#[C:32][C@@:30]([OH:34])([C:27]6[CH:26]=[C:25]([CH3:24])[O:29][N:28]=6)[CH3:31])=[CH:22][C:6]=5[C:7]3=[N:15][C:14]=2[C:16]([NH2:18])=[O:17])[CH2:12]4)[CH2:20][CH2:21]1. Reported procedure: Similar to as described in General Procedure E, 10-bromo-3-cyclopropyl-9-fluoro-6,7-dihydro-5H-5,7-methanobenzo[c]imidazo[1,2-a]azepine-2-carboxamide was reacted with (R)-2-(5-methylisoxazol-3-yl)but-3-yn-2-ol to give the titled compound. MS+447.2. 1H NMR (400 MHz, DMSO) δ 8.68 (d, J=7.5 Hz, 1H), 7.45 (br s, 1H), 7.26 (d, J=10.1 Hz, 1H), 6.92 (br s, 1H), 6.57 (s, 1H), 6.35 (s, 1H), 5.26 (m, 1H), 3.68 (m, 1H), 314 (m, 1H), 2.41 (s, 3H), 1.82 (s, 3H), 1.77-1.61 (overlapping m, 3H), 0.99 (m, 1H), 0... Starting materials: O=Cc1ccc(F)c(Br)c1, [Na+], N#C[Na], O, O=S([O-])O. The product is N#CC(O)c1ccc(F)c(Br)c1. RXN SMILES: [Br:6][c:7]1[cH:8][c:9]([CH:10]=[O:11])[cH:12][cH:13][c:14]1[F:15].[Na+:5].[Na:16][C:17]#[N:18].[OH2:19].[S:1](=[O:2])([OH:3])[O-:4]>>[Br:6][c:7]1[cH:8][c:9]([CH:10]([OH:11])[C:17]#[N:18])[cH:12][cH:13][c:14]1[F:15]. Starting materials: compound L, C(C1=CC=CC=C1)(=O)O (benzoic acid), C1CCC(CC1)N=C=NC2CCCCC2 (DCC). Reagents/catalysts: CN(C)C=1C=CN=CC1 (DMAP). Solvent: C(Cl)Cl (CH2Cl2). Run at time 3 hour. Product: C(C1=CC=CC=C1)(=O)N (benzamide). As a reaction SMILES: [C:1]([OH:9])(=O)[C:2]1[CH:7]=[CH:6][CH:5]=[CH:4][CH:3]=1.C1CCC([N:16]=C=NC2CCCCC2)CC1>C(Cl)Cl.CN(C1C=CN=CC=1)C>[C:1]([NH2:16])(=[O:9])[C:2]1[CH:7]=[CH:6][CH:5]=[CH:4][CH:3]=1. Procedure details: To compound L (250 mg, 0.598 mmol) in CH2Cl2 (8 mL) was added benzoic acid (100 mg, 0.819 mmol), DCC (200 mg, 0.971 mmol), and DMAP (10 mg, 0.082 mmol) at room temperature. A heterogeneous mixture resulted after approximately 5 minutes and stirring was continued for an additional 3 hours. The contents were concentrated in vacuo and chromatographed on SiO2 (3% acetone-CH2Cl2) which afforded the benzamide contaminated with residual Ph3P. Repeated recrystallization of this material from Et2O afford... Reactants: NC[C@@H]1CN(CCO[C@H]1C1=CC(=C(C=C1)Cl)F)C(=O)OC(C)(C)C (tert-butyl (6R,7R)-6-(aminomethyl)-7-(4-chloro-3-fluorophenyl)-1,4-oxazepane-4-carboxylate), CC1=NC(=NO1)C1=C(C(=O)O)C=CC=C1 (2-(5-methyl-1,2,4-oxadiazol-3-yl)benzoic acid). Yields the product Cl.ClC1=C(C=C(C=C1)[C@H]1[C@@H](CNCCO1)CNC(C1=C(C=CC=C1)C1=NOC(=N1)C)=O)F (N-{[(6S,7R)-7-(4-chloro-3-fluorophenyl)-1,4-oxazepan-6-yl]methyl}-2-(5-methyl-1,2,4-oxadiazol-3-yl)benzamide monohydrochloride). RXN SMILES: [NH2:1][CH2:2][C@H:3]1[C@H:9]([C:10]2[CH:15]=[CH:14][C:13]([Cl:16])=[C:12]([F:17])[CH:11]=2)[O:8][CH2:7][CH2:6][N:5](C(OC(C)(C)C)=O)[CH2:4]1.[CH3:25][C:26]1[O:30][N:29]=[C:28]([C:31]2[CH:39]=[CH:38][CH:37]=[CH:36][C:32]=2[C:33](O)=[O:34])[N:27]=1>>[ClH:16].[Cl:16][C:13]1[CH:14]=[CH:15][C:10]([C@@H:9]2[O:8][CH2:7][CH2:6][NH:5][CH2:4][C@H:3]2[CH2:2][NH:1][C:33](=[O:34])[C:32]2[CH:36]=[CH:37][CH:38]=[CH:39][C:31]=2[C:28]2[N:27]=[C:26]([CH3:25])[O:30][N:29]=2)=[CH:11][C:12]=1[F:17] |f:2.3|. Procedure: Using tert-butyl (6R,7R)-6-(aminomethyl)-7-(4-chloro-3-fluorophenyl)-1,4-oxazepane-4-carboxylate and 2-(5-methyl-1,2,4-oxadiazol-3-yl)benzoic acid, and by a method similar to that of Example 39, the title compound was obtained. Starting materials: NC(=O)C=1C(=C(C(=NC1OC)C(F)(F)F)C(=O)OCC)OC (Ethyl 5-aminocarbonyl-4,6-dimethoxy-2-(trifluoromethyl)-3-pyridinecarboxylate), Example 24. The solvent is O=P(Cl)(Cl)Cl (POCl3). Product: C(#N)C=1C(=C(C(=NC1OC)C(F)(F)F)C(=O)OCC)OC (Ethyl 5-cyano-4,6-dimethoxy-2-(trifluoromethyl)-3-pyridinecarboxylate). The yield is 84.9%. As a reaction SMILES: [NH2:1][C:2]([C:4]1[C:5]([O:21][CH3:22])=[C:6]([C:16]([O:18][CH2:19][CH3:20])=[O:17])[C:7]([C:12]([F:15])([F:14])[F:13])=[N:8][C:9]=1[O:10][CH3:11])=O>O=P(Cl)(Cl)Cl>[C:2]([C:4]1[C:5]([O:21][CH3:22])=[C:6]([C:16]([O:18][CH2:19][CH3:20])=[O:17])[C:7]([C:12]([F:15])([F:13])[F:14])=[N:8][C:9]=1[O:10][CH3:11])#[N:1]. Reported procedure: This material was obtained in 84.9% yield from the product of Example 22 (0.014 mol) and 100 ml of POCl3 by a procedure similar to that in Example 24 as a solid: mp 32°-34° C.